From a dataset of the Open Reaction Database (ORD), a public repository of structured organic reaction records. describe an organic reaction: reactants, conditions, products, and yield The reactants are COC(C)COCC(O[Si](C)(C)C(C)(C)C)C(=O)Nc1cnc(C)cn1, C1CCOC1, CCCC[N+](CCCC)(CCCC)CCCC, [F-]. Yields the product COC(C)COCC(O)C(=O)Nc1cnc(C)cn1. RXN SMILES: [C:19]([Si:20]([CH3:21])([CH3:22])[O:24][CH:25]([C:26](=[O:27])[NH:28][c:29]1[n:30][cH:31][c:32]([CH3:35])[n:33][cH:34]1)[CH2:36][O:37][CH2:38][CH:39]([CH3:40])[O:41][CH3:42])([CH3:23])([CH3:43])[CH3:44].[CH2:45]1[O:46][CH2:47][CH2:48][CH2:49]1.[CH3:2][CH2:3][CH2:4][CH2:5][N+:6]([CH2:7][CH2:8][CH2:9][CH3:10])([CH2:11][CH2:12][CH2:13][CH3:14])[CH2:15][CH2:16][CH2:17][CH3:18].[F-:1]>>[OH:24][CH:25]([C:26](=[O:27])[NH:28][c:29]1[n:30][cH:31][c:32]([CH3:35])[n:33][cH:34]1)[CH2:36][O:37][CH2:38][CH:39]([CH3:40])[O:41][CH3:42]. The product is OC1CN2C(NCCCCCC=CC3CC3(NC(C2C1)=O)C(=O)NS(=O)(=O)C1(CC1)C)=O (1-Methyl-cyclopropanesulfonic acid (18-hydroxy-2,15-dioxo-3,14,16-triaza-tricyclo[14.3.0.0*4,6*]nonadec-7-ene-4-carbonyl)-amide). Procedure details: The acetal compound 22a (0.301 g, 0.465 mmol) was deprotected using 2:1:0.1 dichloromethane/trifluoroacetic acid/H2O (6.2 ml) at rt for 4 h, then conc onto silica and flash chromatography using 9:1 ethyl acetate/methanol gave the product as a colorless foam (0.065 g, 30%). LR-MS: Calcd for C21H33N4O6S: 469. Found: 469 [M+H]. As a reaction SMILES: C(OC[O:5][CH:6]1[CH2:24][CH:23]2[N:8]([C:9](=[O:45])[N:10](CC3C=CC(OC)=CC=3)[CH2:11][CH2:12][CH2:13][CH2:14][CH2:15][CH:16]=[CH:17][CH:18]3[C:20]([C:26]([NH:28][S:29]([C:32]4([CH3:35])[CH2:34][CH2:33]4)(=[O:31])=[O:30])=[O:27])([NH:21][C:22]2=[O:25])[CH2:19]3)[CH2:7]1)C.ClCCl.FC(F)(F)C(O)=O.O>C(OCC)(=O)C.CO>[OH:5][CH:6]1[CH2:24][CH:23]2[N:8]([C:9](=[O:45])[NH:10][CH2:11][CH2:12][CH2:13][CH2:14][CH2:15][CH:16]=[CH:17][CH:18]3[C:20]([C:26]([NH:28][S:29]([C:32]4([CH3:35])[CH2:34][CH2:33]4)(=[O:31])=[O:30])=[O:27])([NH:21][C:22]2=[O:25])[CH2:19]3)[CH2:7]1 |f:1.2.3,4.5|. The solvent is C(C)(=O)OCC.CO (ethyl acetate methanol). Isolated yield 29.8%. Reactants: acetal, C(C)OCOC1CN2C(N(CCCCCC=CC3CC3(NC(C2C1)=O)C(=O)NS(=O)(=O)C1(CC1)C)CC1=CC=C(C=C1)OC)=O (1-Methyl-cyclopropanesulfonic acid [18-ethoxymethoxy-14-(4-methoxy-benzyl)-2,15-dioxo-3,14,16-triaza-tricyclo[14.3.0.0*4,6*]nonadec-7-ene-4-carbonyl]-amide), ClCCl.FC(C(=O)O)(F)F.O (dichloromethane trifluoroacetic acid H2O). Starting materials: O1N=C(C2=C1C=CC=C2)C(C)=NO (1-(1,2-benzisoxazol-3-yl)ethanone oxime), BrCC1=C(C=CC=C1)C(C(=O)OC)=COC (methyl 2-(bromomethyl)-α-(methoxymethylene)phenylacetate), C([O-])([O-])=O.[K+].[K+] (potassium carbonate). Run in C(C)#N (acetonitrile). Yields the product O1N=C(C2=C1C=CC=C2)C(C)=NOCC2=C(C=CC=C2)C(C(=O)OC)=COC (Methyl 2-[[[(1-{1,2-benzisoxazol-3-yl}ethylidene)amino]oxy]methyl]-α-(methoxymethylene)phenylacetate). RXN SMILES: [O:1]1[C:5]2[CH:6]=[CH:7][CH:8]=[CH:9][C:4]=2[C:3]([C:10](=[N:12][OH:13])[CH3:11])=[N:2]1.Br[CH2:15][C:16]1[CH:21]=[CH:20][CH:19]=[CH:18][C:17]=1[C:22](=[CH:27][O:28][CH3:29])[C:23]([O:25][CH3:26])=[O:24].C(=O)([O-])[O-].[K+].[K+]>C(#N)C>[O:1]1[C:5]2[CH:6]=[CH:7][CH:8]=[CH:9][C:4]=2[C:3]([C:10](=[N:12][O:13][CH2:15][C:16]2[CH:21]=[CH:20][CH:19]=[CH:18][C:17]=2[C:22](=[CH:27][O:28][CH3:29])[C:23]([O:25][CH3:26])=[O:24])[CH3:11])=[N:2]1 |f:2.3.4|. Reported procedure: A mixture of 0.8 g of 1-(1,2-benzisoxazol-3-yl)ethanone oxime, 1.3 g of methyl 2-(bromomethyl)-α-(methoxymethylene)phenylacetate and 1 g of potassium carbonate in 15 ml of acetonitrile is refluxed for 4 h. The reaction mixture is cooled and filtered and the filtrate is concentrated under vacuum. The residue is dissolved in ethyl acetate and the solution is washed twice with water and once with a saturated solution of sodium chloride and dried over sodium sulfate. After removal of the solvent und... Starting materials: FC1=C(NC(C#N)C2=CC=C(C=C2)S(N)(=O)=O)C=CC(=C1)F (α-(2,4-difluoroanilino)-α-(4-sulfamoylphenyl)acetonitrile), O=CC(C)=C (methacrolein). The product is FC1=C(C=CC(=C1)F)N1C(=CC(=C1)C)C1=CC=C(C=C1)S(N)(=O)=O (1-(2,4-Difluorophenyl)-4-methyl-2-(4-sulfamoylphenyl)pyrrole), powder. Isolated yield 63.0%. As a reaction SMILES: [F:1][C:2]1[CH:21]=[C:20]([F:22])[CH:19]=[CH:18][C:3]=1[NH:4][CH:5]([C:8]1[CH:13]=[CH:12][C:11]([S:14](=[O:17])(=[O:16])[NH2:15])=[CH:10][CH:9]=1)[C:6]#N.O=[CH:24][C:25](=C)[CH3:26]>>[F:1][C:2]1[CH:21]=[C:20]([F:22])[CH:19]=[CH:18][C:3]=1[N:4]1[CH:24]=[C:25]([CH3:26])[CH:6]=[C:5]1[C:8]1[CH:13]=[CH:12][C:11]([S:14](=[O:17])(=[O:16])[NH2:15])=[CH:10][CH:9]=1. Reported procedure: Following a procedure similar to that described in Example 1(iii), but using α-(2,4-difluoroanilino)-α-(4-sulfamoylphenyl)acetonitrile [prepared as described in step (ii) above] and methacrolein as starting materials, the title compound was obtained as a white powder (yield 63%), melting at 140-141° C. Starting materials: COC(CCCCCCCCCCCN1C(CNCC1)CCCCCCCCCCCC(=O)O)=O (Piperazine bislauric acid methyl ester), [OH-].[Na+] (NaOH). Solvent: C(C)(C)O (isopropanol). Run at temperature 55 celsius, time 8 hour. The product is N1(C(CNCC1)CCCCCCCCCCCC(=O)O)CCCCCCCCCCCC(=O)O (Piperazine Bislauric Acid). Reaction SMILES: C[O:2][C:3](=[O:35])[CH2:4][CH2:5][CH2:6][CH2:7][CH2:8][CH2:9][CH2:10][CH2:11][CH2:12][CH2:13][CH2:14][N:15]1[CH2:20][CH2:19][NH:18][CH2:17][CH:16]1[CH2:21][CH2:22][CH2:23][CH2:24][CH2:25][CH2:26][CH2:27][CH2:28][CH2:29][CH2:30][CH2:31][C:32]([OH:34])=[O:33].[OH-].[Na+]>C(O)(C)C>[N:15]1([CH2:14][CH2:13][CH2:12][CH2:11][CH2:10][CH2:9][CH2:8][CH2:7][CH2:6][CH2:5][CH2:4][C:3]([OH:35])=[O:2])[CH2:20][CH2:19][NH:18][CH2:17][CH:16]1[CH2:21][CH2:22][CH2:23][CH2:24][CH2:25][CH2:26][CH2:27][CH2:28][CH2:29][CH2:30][CH2:31][C:32]([OH:34])=[O:33] |f:1.2|. Reported procedure: Piperazine bislauric acid methyl ester was then dissolved in isopropanol at room temperature. A small amount of 50% NaOH solution was added to the reaction mixture. The reaction was stirred overnight at 55° C. The reaction was then stopped by cooling down to room temperature and the pH of the solution was adjusted to 10. The crude product was extracted with n-butanol twice and the organic layer was then collected and the solvent was evaporated under reduced pressure. The remaining solid material... Starting materials: CC(C)(C)[O-], CI, OCCCCOCc1cc(Br)ccc1F, [K+], C1CCOC1. Product: COCCCCOCc1cc(Br)ccc1F. RXN SMILES: [CH3:16][C:17]([CH3:18])([O-:19])[CH3:20].[CH3:22][I:23].[F:1][c:2]1[c:3]([CH2:4][O:5][CH2:6][CH2:7][CH2:8][CH2:9][OH:10])[cH:11][c:12]([Br:15])[cH:13][cH:14]1.[K+:21].[O:24]1[CH2:25][CH2:26][CH2:27][CH2:28]1>>[F:1][c:2]1[c:3]([CH2:4][O:5][CH2:6][CH2:7][CH2:8][CH2:9][O:10][CH3:16])[cH:11][c:12]([Br:15])[cH:13][cH:14]1.